From a dataset of the Open Reaction Database (ORD), a public repository of structured organic reaction records. describe an organic reaction: reactants, conditions, products, and yield Procedure: To a solution of (S)-2-tert-butoxy-2-(1-(4-chlorophenyl)-3-vinylnaphthalen-2-yl)acetic acid (4 mg, 0.010 mmol) in EtOH (1.5 mL) was added Rh/Al2O3 (cat. amount) and the resulting mixture stirred under hydrogen (1 atm, balloon) at room temperature for 2 h. The reaction mixture was filtered over Celite, concentrated in vacuo and the residue was purified by reverse phase HPLC (Gemini, 5 to 100% ACN/H2O+0.1% TFA) to provide 0.8 mg of the desired product. 1H-NMR: 400 MHz, (CD3OD) δ: 7.81 (d, J=4.2 Hz... Solvent: CCO (EtOH). Reactants: C(C)(C)(C)O[C@H](C(=O)O)C1=C(C2=CC=CC=C2C=C1C=C)C1=CC=C(C=C1)Cl ((S)-2-tert-butoxy-2-(1-(4-chlorophenyl)-3-vinylnaphthalen-2-yl)acetic acid). The reagents and catalysts are [Rh] (Rh/Al2O3). Run at time 2 hour. The yield is 20.2%. Product: C(C)(C)(C)O[C@H](C(=O)O)C1=C(C2=CC=CC=C2C=C1CC)C1=CC=C(C=C1)Cl ((S)-2-tert-butoxy-2-(1-(4-chlorophenyl)-3-ethylnaphthalen-2-yl)acetic acid). As a reaction SMILES: [C:1]([O:5][C@@H:6]([C:10]1[C:19]([CH:20]=[CH2:21])=[CH:18][C:17]2[C:12](=[CH:13][CH:14]=[CH:15][CH:16]=2)[C:11]=1[C:22]1[CH:27]=[CH:26][C:25]([Cl:28])=[CH:24][CH:23]=1)[C:7]([OH:9])=[O:8])([CH3:4])([CH3:3])[CH3:2]>CCO.[Rh]>[C:1]([O:5][C@@H:6]([C:10]1[C:19]([CH2:20][CH3:21])=[CH:18][C:17]2[C:12](=[CH:13][CH:14]=[CH:15][CH:16]=2)[C:11]=1[C:22]1[CH:27]=[CH:26][C:25]([Cl:28])=[CH:24][CH:23]=1)[C:7]([OH:9])=[O:8])([CH3:2])([CH3:3])[CH3:4]. Reactants: ClC1=C(OC2=CC=3C(=[N+](ON3)[O-])C=C2)C=CC(=C1)C(F)(F)F (5-(2-chloro-4-trifluoromethylphenoxy)benzo-2,1,3-oxadiazole N-oxide), NO (hydroxylamine), O (water). Run in CO (methanol). Conditions: time 18 hour. Product: ClC1=C(OC2=CC(C(C=C2)=NO)=NO)C=CC(=C1)C(F)(F)F (4-(2-chloro-4-trifluoromethylphenoxy)-ortho-benzoquinone dioxime). Reaction SMILES: [Cl:1][C:2]1[CH:18]=[C:17]([C:19]([F:22])([F:21])[F:20])[CH:16]=[CH:15][C:3]=1[O:4][C:5]1[CH:14]=[CH:13][C:8]2=[N+:9]([O-:12])[O:10][N:11]=[C:7]2[CH:6]=1.NO.O>CO>[Cl:1][C:2]1[CH:18]=[C:17]([C:19]([F:20])([F:22])[F:21])[CH:16]=[CH:15][C:3]=1[O:4][C:5]1[CH:14]=[CH:13][C:8](=[N:9][OH:12])[C:7](=[N:11][OH:10])[CH:6]=1. Procedure details: A mixture of 5-(2-chloro-4-trifluoromethylphenoxy)benzo-2,1,3-oxadiazole N-oxide (20.0 g, 61.0 mmol) and hydroxylamine (4.0 g, 120.00 mmol) in 50 ml of methanol is stirred at 45° for 18 hours. The reaction is cooled to RT and 10 ml of water is added. The resulting white solid which precipitates is collected and dried to give 4-(2-chloro-4-trifluoromethylphenoxy)-ortho-benzoquinone dioxime. Reactants: C=1(C(=CC=CC1)C(=O)NC1=CC=C(C(=O)N2CCCC3=CNC=4C=CC=C2C34)C=C1)C1=CC=CC=C1 (6-[4-[[(2-Biphenyl-)carbonyl]amino]benzoyl]-3,4,5,6-tetrahydro-1H-azepino[4,3,2-cd]indole), ClS(=O)(=O)O (chlorosulfonic acid). The solvent is C(Cl)Cl (CH2Cl2). Reaction conditions: time 2 hour. Product: C=1(C(=CC=CC1)C(=O)NC1=CC=C(C(=O)N2CCCC3=C(NC=4C=CC=C2C34)S(=O)(=O)O)C=C1)C1=CC=CC=C1 (6-[4-[[(2-Biphenyl-)carbonyl]amino]benzoyl]-3,4,5,6-tetrahydro-1H-azepino[4,3,2-cd]indole-2-sulfonic acid). Reaction SMILES: [C:1]1([C:31]2[CH:36]=[CH:35][CH:34]=[CH:33][CH:32]=2)[C:2]([C:7]([NH:9][C:10]2[CH:30]=[CH:29][C:13]([C:14]([N:16]3[C:27]4[C:28]5[C:20](=[CH:21][NH:22][C:23]=5[CH:24]=[CH:25][CH:26]=4)[CH2:19][CH2:18][CH2:17]3)=[O:15])=[CH:12][CH:11]=2)=[O:8])=[CH:3][CH:4]=[CH:5][CH:6]=1.Cl[S:38]([OH:41])(=[O:40])=[O:39]>C(Cl)Cl>[C:1]1([C:31]2[CH:32]=[CH:33][CH:34]=[CH:35][CH:36]=2)[C:2]([C:7]([NH:9][C:10]2[CH:11]=[CH:12][C:13]([C:14]([N:16]3[C:27]4[C:28]5[C:20](=[C:21]([S:38]([OH:41])(=[O:40])=[O:39])[NH:22][C:23]=5[CH:24]=[CH:25][CH:26]=4)[CH2:19][CH2:18][CH2:17]3)=[O:15])=[CH:29][CH:30]=2)=[O:8])=[CH:3][CH:4]=[CH:5][CH:6]=1. Procedure: A solution of 10 (0.20 g, 0.42 mmol) in CH2Cl2 (100 mL) at about 0° C. was treated with chlorosulfonic acid (0.056 g, 1.1 eq) and stirred for about 2 h. The reaction was Warmed to about rt, stirred for about 18 h and evaporated to a tan powder. The powder was purified by preparative HPLC (MeCN:water, 1:3) to give 18 (tan powder). 1H NMR (DMSO-d6) 2.1 (m, 4 H), 3.0 (m, 1 H), 3.2 (t, J=4, 1 H), 6.1 (m, 1 H), 6.7 (t, J=6, 1 H), 6.9 (d, J=5, 1 H), 7.1 (m, 4 H), 7.3-7.6 (m, 9 H), 10.3 (br. s, 2 H), 1... The reactants are ClC1=C(C(=O)O)C=CC=C1 (2-chlorobenzoic acid), NC=1C=C(C(=O)O)C=CC1 (3-aminobenzoic acid), C([O-])([O-])=O.[K+].[K+] (potassium carbonate), CN(C=O)C (dimethylformamide), [K+].[Br-] (KBr), Cl (HCl). Reagents/catalysts: [Cu] (copper). Solvent: CO (methanol). Run at time 10 minute. Yields the product C(=O)(OC)C=1C=C(C=CC1)NC1=C(C(=O)OC)C=CC=C1 (Methyl 2-(3-Carbomethoxyphenylamino)-Benzoate). As a reaction SMILES: Cl[C:2]1[CH:10]=[CH:9][CH:8]=[CH:7][C:3]=1[C:4](O)=[O:5].[NH2:11][C:12]1[CH:13]=[C:14]([CH:18]=[CH:19][CH:20]=1)[C:15]([OH:17])=[O:16].[C:21](=O)([O-])[O-].[K+].[K+].Cl.[K+].[Br-].CN(C)[CH:32]=[O:33]>CO.[Cu]>[C:15]([C:14]1[CH:13]=[C:12]([NH:11][C:2]2[CH:10]=[CH:9][CH:8]=[CH:7][C:3]=2[C:4]([O:33][CH3:32])=[O:5])[CH:20]=[CH:19][CH:18]=1)([O:17][CH3:21])=[O:16] |f:2.3.4,6.7|. Procedure details: To a 500 ml round-buttomed flask equipped with condenser and N2 inlet are added 15.7 g (0.10 mol) 2-chlorobenzoic acid, 23.3 g (0.17 mol) 3-aminobenzoic acid, 23.5 g (0.17 mol) potassium carbonate, 50 mg copper powder, and 40 ml dimethylformamide. The mixture is heated to reflux, and three 50 mg portions of methanol-washed copper #(I) bromide are added. The reaction is refluxed 3.5 hours, cooled, and poured into 1 1 1N HC1. The mixture is stirred for 10 minutes, filtered, and the filtered solid ... Reactants: C(C)(=O)OC(C)=O (acetic anhydride), OCCN1C(C=C(C2=CC=C(C=C12)OC)C)(C)C (N-(2-hydroxyethyl)-2,2,4-trimethyl-7-methoxy-1,2-dihydroquinoline). Reagents/catalysts: S(O)(O)(=O)=O (sulphuric acid). Run at temperature 105 celsius. Yields the product CC1(N(C2=CC(=CC=C2C(=C1)C)OC)CCOC(C)=O)C (Acetic acid-(2-(2,2,4-trimethyl-7-methoxy-1,2-dihydroquinolin-1-yl)-ethyl) ester). RXN SMILES: [C:1]([O:4][C:5](=O)[CH3:6])(=[O:3])[CH3:2].OCC[N:11]1[C:20]2[C:15](=[CH:16][CH:17]=[C:18]([O:21][CH3:22])[CH:19]=2)[C:14]([CH3:23])=[CH:13][C:12]1([CH3:25])[CH3:24]>S(=O)(=O)(O)O>[CH3:24][C:12]1([CH3:25])[CH:13]=[C:14]([CH3:23])[C:15]2[C:20](=[CH:19][C:18]([O:21][CH3:22])=[CH:17][CH:16]=2)[N:11]1[CH2:6][CH2:5][O:4][C:1](=[O:3])[CH3:2]. Procedure: 18 g (0.17 mol) acetic anhydride was added to 10 g (0.04 mol) N-(2-hydroxyethyl)-2,2,4-trimethyl-7-methoxy-1,2-dihydroquinoline. 10 drops of concentrated sulphuric acid were added to this and it was heated for 1 h to 100 to 110° C. The reaction mixture was poured onto ice and extracted with chloroform. The combined organic phases were dried over sodium sulfate and distilled. The light-yellow oil that formed had a boiling point of 140° C./10−3 mbar.